describe an organic reaction: reactants, conditions, products, and yield From a dataset of the Open Reaction Database (ORD), a public repository of structured organic reaction records. The reactants are C(#C)C=1C=NN2C1N=C(C=C2C(F)(F)F)C2=CC=C(C=C2)C(F)(F)F (3-ethynyl-7-trifluoromethyl-5-(4-trifluoromethyl-phenyl)-pyrazolo[1,5-a]pyrimidine), ClC=1SC(=C(N1)C)S(=O)(=O)N (2-Chloro-4-methyl-thiazole-5-sulfonic acid amide). Yields the product CC=1N=C(SC1S(=O)(=O)N)C#CC=1C=NN2C1N=C(C=C2C(F)(F)F)C2=CC=C(C=C2)C(F)(F)F (4-Methyl-2-[7-trifluoromethyl-5-(4-trifluoromethyl-phenyl)-pyrazolo[1,5-a]pyrimidin-3-ylethynyl]-thiazole-5-sulfonic acid amide), solid. Yield: 30.0%. Reaction SMILES: [C:1]([C:3]1[CH:4]=[N:5][N:6]2[C:11]([C:12]([F:15])([F:14])[F:13])=[CH:10][C:9]([C:16]3[CH:21]=[CH:20][C:19]([C:22]([F:25])([F:24])[F:23])=[CH:18][CH:17]=3)=[N:8][C:7]=12)#[CH:2].Cl[C:27]1[S:28][C:29]([S:33]([NH2:36])(=[O:35])=[O:34])=[C:30]([CH3:32])[N:31]=1>>[CH3:32][C:30]1[N:31]=[C:27]([C:2]#[C:1][C:3]2[CH:4]=[N:5][N:6]3[C:11]([C:12]([F:14])([F:13])[F:15])=[CH:10][C:9]([C:16]4[CH:21]=[CH:20][C:19]([C:22]([F:25])([F:24])[F:23])=[CH:18][CH:17]=4)=[N:8][C:7]=23)[S:28][C:29]=1[S:33]([NH2:36])(=[O:35])=[O:34]. Procedure details: The title compound was prepared from 3-ethynyl-7-trifluoromethyl-5-(4-trifluoromethyl-phenyl)-pyrazolo[1,5-a]pyrimidine (example C.1) (355 mg, 1.0 mmol) and 2-Chloro-4-methyl-thiazole-5-sulfonic acid amide (example B.23)(191 mg, 1.0 mmol) according to general procedure II. Obtained as a yellow solid (160 mg, 30%). MS (ISP) 532.1[(M+H)+]; mp 245-246° C. Reactants: FC1=C(C=CC=C1)N1NC=2[C@@]3(CC[C@H](C2C1=O)C3(C)C)C ((4S,7R)-2-(2-fluoro-phenyl)-7,8,8-trimethyl-1,2,4,5,6,7-hexahydro-4,7-methano-indazol-3-one), FC1=C(C=CC=C1)N1NC=2[C@@]3(CC[C@H](C2C1=O)C3(C)C)C ((4S,7R)-2-(2-fluoro-phenyl)-7,8,8-trimethyl-1,2,4,5,6,7-hexahydro-4,7-methano-indazol-3-one), C(C=C)I (allyl iodide). The solvent is CN(C=O)C (N,N-dimethylformamide), C([O-])(O)=O.[Na+] (sodium bicarbonate). Conditions: temperature 100 celsius, time 18 hour. The product is C(C=C)N1N(C(C=2[C@H]3CC[C@@](C12)(C3(C)C)C)=O)C3=C(C=CC=C3)F ((4S,7R)-1-allyl-2-(2-fluoro-phenyl)-7,8,8-trimethyl-1,2,4,5,6,7-hexahydro-4,7-methano-indazol-3-one). The yield is 33.0%. As a reaction SMILES: [F:1][C:2]1[CH:7]=[CH:6][CH:5]=[CH:4][C:3]=1[N:8]1[C:16](=[O:17])[C:15]2[C@@H:14]3[C:18]([CH3:20])([CH3:19])[C@@:11]([CH3:21])([CH2:12][CH2:13]3)[C:10]=2[NH:9]1.[CH2:22](I)[CH:23]=[CH2:24]>CN(C)C=O.C(=O)(O)[O-].[Na+]>[CH2:24]([N:9]1[C:10]2[C@@:11]3([CH3:21])[C:18]([CH3:20])([CH3:19])[C@H:14]([CH2:13][CH2:12]3)[C:15]=2[C:16](=[O:17])[N:8]1[C:3]1[CH:4]=[CH:5][CH:6]=[CH:7][C:2]=1[F:1])[CH:23]=[CH2:22] |f:3.4|. Procedure details: A mixture of a (4S,7R)-2-(2-fluoro-phenyl)-7,8,8-trimethyl-1,2,4,5,6,7-hexahydro-4,7-methano-indazol-3-one (Intermediate 12; 150 mg, 0.52 mmol) and allyl iodide (100 μL, 1.1 mmol) in N,N-dimethylformamide (2 mL) in a microwave reaction tube was heated to 100° C. and stirred for 18 h. The reaction mixture was allowed to cool, diluted with saturated sodium bicarbonate, and extracted twice with ethyl acetate. The organic extracts were combined, washed with water and brine, dried (magnesium sulfate)... The product is CCOc1cc(C(=O)OC)n(C)n1. Reactants: O=C([O-])[O-], CN(C)C=O, CCI, [K+], [K+], COC(=O)c1cc(O)nn1C. Reaction SMILES: [C:15](=[O:16])([O-:17])[O-:18].[CH3:21][N:22]([CH3:23])[CH:24]=[O:25].[I:12][CH2:13][CH3:14].[K+:19].[K+:20].[OH:1][c:2]1[n:3][n:4]([CH3:11])[c:5]([C:7](=[O:8])[O:9][CH3:10])[cH:6]1>>[O:1]([c:2]1[n:3][n:4]([CH3:11])[c:5]([C:7](=[O:8])[O:9][CH3:10])[cH:6]1)[CH2:13][CH3:14].